This data is from the Open Reaction Database (ORD), a public repository of structured organic reaction records. The task is: describe an organic reaction: reactants, conditions, products, and yield The product is O=C(CC1CCCCC1)Nc1c(Cl)ccc2nc(N3CCCC(NCCO)C3)ccc12. RXN SMILES: [CH2:40]1[O:41][CH2:42][CH2:43][O:44][CH2:45]1.[Cl:1][c:2]1[c:3]([NH:29][C:30]([CH2:31][CH:32]2[CH2:33][CH2:34][CH2:35][CH2:36][CH2:37]2)=[O:38])[c:4]2[cH:5][cH:6][c:7]([N:12]3[CH2:13][CH:14]([NH:18][CH2:19][CH2:20][O:21][Si:22]([C:23]([CH3:24])([CH3:25])[CH3:26])([CH3:27])[CH3:28])[CH2:15][CH2:16][CH2:17]3)[n:8][c:9]2[cH:10][cH:11]1.[ClH:39]>>[Cl:1][c:2]1[c:3]([NH:29][C:30]([CH2:31][CH:32]2[CH2:33][CH2:34][CH2:35][CH2:36][CH2:37]2)=[O:38])[c:4]2[cH:5][cH:6][c:7]([N:12]3[CH2:13][CH:14]([NH:18][CH2:19][CH2:20][OH:21])[CH2:15][CH2:16][CH2:17]3)[n:8][c:9]2[cH:10][cH:11]1. The reactants are C1COCCO1, CC(C)(C)[Si](C)(C)OCCNC1CCCN(c2ccc3c(NC(=O)CC4CCCCC4)c(Cl)ccc3n2)C1, Cl. Starting materials: C(C1=CC=CC=C1)OCCNC1=C(C(=NC(=C1)C)OC1=CC=CC=C1)[N+](=O)[O-] ([2-(Benzyloxy)ethyl](6-methyl-3-nitro-2-phenoxy-pyridin-4-yl)amine). The solvent is C1(=CC=CC=C1)C (toluene). Yields the product C(C1=CC=CC=C1)OCCNC1=C(C(=NC(=C1)C)OC1=CC=CC=C1)N (N4-[2-(benzyloxy)ethyl]-6-methyl-2-phenoxypyridine-3,4-diamine). Isolated yield 108.7%. RXN SMILES: [CH2:1]([O:8][CH2:9][CH2:10][NH:11][C:12]1[CH:17]=[C:16]([CH3:18])[N:15]=[C:14]([O:19][C:20]2[CH:25]=[CH:24][CH:23]=[CH:22][CH:21]=2)[C:13]=1[N+:26]([O-])=O)[C:2]1[CH:7]=[CH:6][CH:5]=[CH:4][CH:3]=1>C1(C)C=CC=CC=1>[CH2:1]([O:8][CH2:9][CH2:10][NH:11][C:12]1[CH:17]=[C:16]([CH3:18])[N:15]=[C:14]([O:19][C:20]2[CH:21]=[CH:22][CH:23]=[CH:24][CH:25]=2)[C:13]=1[NH2:26])[C:2]1[CH:7]=[CH:6][CH:5]=[CH:4][CH:3]=1. Procedure details: Under a nitrogen purge, 5% platinum on carbon (1.0 g) and toluene (20 mL) were added to a Parr vessel. [2-(Benzyloxy)ethyl](6-methyl-3-nitro-2-phenoxy-pyridin-4-yl)amine (4.91 g, 12.9 mmol) and additional toluene (40 mL) were then added. The vessel was placed under hydrogen pressure (49 psi, 3.3×105 Pa) for three hours. The reaction mixture was filtered through a layer of CELITE filter aid, and the filtrate was concentrated under reduced pressure to yield 4.9 g of N4-[2-(benzyloxy)ethyl]-6-methy... Reactants: IC1=CC=CC=2C=C(CCOC21)C(=O)OCC (ethyl 2,3-dihydro-9-iodo-1-benzoxepin-4-carboxylate), C(=O)OCC (ethyl formate), [O-]CC.[Na+] (sodium ethoxide). The reagents and catalysts are Cl[Pd]([P](C1=CC=CC=C1)(C2=CC=CC=C2)C3=CC=CC=C3)([P](C4=CC=CC=C4)(C5=CC=CC=C5)C6=CC=CC=C6)Cl (dichlorobis(triphenylphosphine)palladium(II)). Solvent: ClCCl (dichloromethane). Reaction conditions: temperature 40 celsius, time 3 hour. Yields the product C(C)OC(=O)C1=CC=CC=2C=C(CCOC21)C(=O)OCC (ethyl 2,3-dihydro-9-ethoxycarbonyl-1-benzoxepin-4-carboxylate). RXN SMILES: [O-]CC.[Na+].I[C:6]1[C:16]2[O:15][CH2:14][CH2:13][C:12]([C:17]([O:19][CH2:20][CH3:21])=[O:18])=[CH:11][C:10]=2[CH:9]=[CH:8][CH:7]=1.[CH:22]([O:24][CH2:25][CH3:26])=[O:23]>ClCCl.Cl[Pd](Cl)([P](C1C=CC=CC=1)(C1C=CC=CC=1)C1C=CC=CC=1)[P](C1C=CC=CC=1)(C1C=CC=CC=1)C1C=CC=CC=1>[CH2:25]([O:24][C:22]([C:6]1[C:16]2[O:15][CH2:14][CH2:13][C:12]([C:17]([O:19][CH2:20][CH3:21])=[O:18])=[CH:11][C:10]=2[CH:9]=[CH:8][CH:7]=1)=[O:23])[CH3:26] |f:0.1,^1:32,51|. Procedure details: To a mixture of sodium ethoxide (1.7 ml, 20% in ethanol) and dichlorobis(triphenylphosphine)palladium(II) (14 mg) in dichloromethane (7 ml) was added a mixture of ethyl 2,3-dihydro-9-iodo-1-benzoxepin-4-carboxylate (0.69 g) and ethyl formate (0.28 ml) at ambient temperature under nitrogen atmosphere. The reaction mixture was stirred at 40° C. for 3 hours and filtered off. The filtrate was partitioned between diethyl ether and 1N hydrochloric acid. The organic layer was washed successively with s... Yields the product CN(C)Cc1[nH]nnc1CN1CC2CC2(OCc2cc(C(F)(F)F)cc(C(F)(F)F)c2)C1c1ccccc1. Reactants: CC(=O)O[BH-](OC(C)=O)OC(C)=O, O=C([O-])O, CN(C)Cc1[nH]nnc1C=O, COCCOC, Cl, FC(F)(F)c1cc(COC23CC2CNC3c2ccccc2)cc(C(F)(F)F)c1, [Na+], [Na+], [Na+], [OH-]. RXN SMILES: [C:40]([O:41][BH-:42]([O:43][C:44](=[O:45])[CH3:46])[O:47][C:48](=[O:49])[CH3:50])(=[O:51])[CH3:52].[C:57](=[O:58])([OH:59])[O-:60].[CH3:29][N:30]([CH3:31])[CH2:32][c:33]1[c:34]([CH:38]=[O:39])[n:35][n:36][nH:37]1.[CH3:62][O:63][CH2:64][CH2:65][O:66][CH3:67].[ClH:54].[F:1][C:2]([c:3]1[cH:4][c:5]([CH2:6][O:7][C:8]23[CH:9]([c:14]4[cH:15][cH:16][cH:17][cH:18][cH:19]4)[NH:10][CH2:11][CH:12]2[CH2:13]3)[cH:20][c:21]([C:23]([F:24])([F:25])[F:26])[cH:22]1)([F:27])[F:28].[Na+:53].[Na+:56].[Na+:61].[OH-:55]>>[F:1][C:2]([c:3]1[cH:4][c:5]([CH2:6][O:7][C:8]23[CH:9]([c:14]4[cH:15][cH:16][cH:17][cH:18][cH:19]4)[N:10]([CH2:38][c:34]4[c:33]([CH2:32][N:30]([CH3:29])[CH3:31])[nH:37][n:36][n:35]4)[CH2:11][CH:12]2[CH2:13]3)[cH:20][c:21]([C:23]([F:24])([F:25])[F:26])[cH:22]1)([F:27])[F:28].